Dataset: the Open Reaction Database (ORD), a public repository of structured organic reaction records. Task: describe an organic reaction: reactants, conditions, products, and yield Conditions: time 8 hour. Yields the product CN(C=C(C(C)=O)C1=CC=C(C=C1)N1CCC(CC1)C1=CC=CC=C1)C (4-(Dimethylamino)-3-[4-(4-phenyl-1-piperidinyl)phenyl]-3-buten-2-one). Starting materials: C1(=CC=CC=C1)C1CCN(CC1)C1=CC=C(C=C1)CC(C)=O (1-[4-(4-phenyl-1-piperidinyl)phenyl]-2-propanone), COC(N(C)C)OC (dimethylformamide dimethylacetal). Reaction SMILES: [C:1]1([CH:7]2[CH2:12][CH2:11][N:10]([C:13]3[CH:18]=[CH:17][C:16]([CH2:19][C:20](=[O:22])[CH3:21])=[CH:15][CH:14]=3)[CH2:9][CH2:8]2)[CH:6]=[CH:5][CH:4]=[CH:3][CH:2]=1.CO[CH:25](OC)[N:26]([CH3:28])[CH3:27]>>[CH3:25][N:26]([CH3:28])[CH:27]=[C:19]([C:16]1[CH:17]=[CH:18][C:13]([N:10]2[CH2:9][CH2:8][CH:7]([C:1]3[CH:2]=[CH:3][CH:4]=[CH:5][CH:6]=3)[CH2:12][CH2:11]2)=[CH:14][CH:15]=1)[C:20](=[O:22])[CH3:21]. Procedure: A mixture of 4.0 g of 1-[4-(4-phenyl-1-piperidinyl)phenyl]-2-propanone and 16 ml of dimethylformamide dimethylacetal is stirred at room temperature overnight, followed by heating at 45°-60° C. for six hours. The solvent is evaporated and the residue triturated with two 100 ml portions of hexane. The solid is filtered and dried to give 3.5 g of orange powder, mp 93°-100° C. Upon standing overnight at 0° C., the filtrate gave an additional 0.7 g of the product, mp 103.5°-105° C. This material is u... Reactants: O=[N+]([O-])c1cnc2cc3c(cc2c1-c1ccccc1Cl)CCC3, Cl, [Na+], C1COCCO1, [OH-], O, O, O, Cl[Sn]Cl. Yields the product Nc1cnc2cc3c(cc2c1-c1ccccc1Cl)CCC3. Reaction SMILES: [Cl:1][c:2]1[c:3](-[c:8]2[c:9]([N+:21]([O-:22])=[O:23])[cH:10][n:11][c:12]3[cH:13][c:14]4[c:15]([cH:16][c:17]23)[CH2:18][CH2:19][CH2:20]4)[cH:4][cH:5][cH:6][cH:7]1.[ClH:24].[Na+:31].[O:33]1[CH2:34][CH2:35][O:36][CH2:37][CH2:38]1.[OH-:30].[OH2:25].[OH2:26].[OH2:32].[Sn:27]([Cl:28])[Cl:29]>>[Cl:1][c:2]1[c:3](-[c:8]2[c:9]([NH2:21])[cH:10][n:11][c:12]3[cH:13][c:14]4[c:15]([cH:16][c:17]23)[CH2:18][CH2:19][CH2:20]4)[cH:4][cH:5][cH:6][cH:7]1. Starting materials: ClC1=C(C=CC=C1)C1=NCC=2N(C3=C1C=C(S3)C#CCO)C(=NN2)C (4-(-2-chlorophenyl)-2-(3-hydroxy-1-propynyl)-9-methyl-6H-thieno[3,2-f][1,2,4]triazolo[4,3-a][1,4]diazepine), C(C)OC(C(=O)C1=CC=C(C=C1)O)=O (4-hydroxyphenylglyoxylic acid ethyl ester), N(=NC(=O)OCC)C(=O)OCC (diethyl azodicarboxylate), C1(=CC=CC=C1)P(C1=CC=CC=C1)C1=CC=CC=C1 (triphenylphosphine). Run in ClCCl (dichloromethane). Yields the product C(C)OC(C(C1=CC=C(C=C1)OCC#CC1=CC=2C(=NCC=3N(C2S1)C(=NN3)C)C3=C(C=CC=C3)Cl)=O)=O (4-[3-[4-(2-chlorophenyl)-9-methyl-6H-thieno[3,2-f][1,2,4]triazolo[4,3-a] [1,4]diazepin-2-yl]-2-propynyloxy]-alpha-oxobenzeneacetic acid ethyl ester). Yield: 73.0%. Reaction SMILES: [Cl:1][C:2]1[CH:7]=[CH:6][CH:5]=[CH:4][C:3]=1[C:8]1[C:14]2[CH:15]=[C:16]([C:18]#[C:19][CH2:20][OH:21])[S:17][C:13]=2[N:12]2[C:22]([CH3:25])=[N:23][N:24]=[C:11]2[CH2:10][N:9]=1.[CH2:26]([O:28][C:29](=[O:39])[C:30]([C:32]1[CH:37]=[CH:36][C:35](O)=[CH:34][CH:33]=1)=[O:31])[CH3:27].N(C(OCC)=O)=NC(OCC)=O.C1(P(C2C=CC=CC=2)C2C=CC=CC=2)C=CC=CC=1>ClCCl>[CH2:26]([O:28][C:29](=[O:39])[C:30](=[O:31])[C:32]1[CH:37]=[CH:36][C:35]([O:21][CH2:20][C:19]#[C:18][C:16]2[S:17][C:13]3[N:12]4[C:22]([CH3:25])=[N:23][N:24]=[C:11]4[CH2:10][N:9]=[C:8]([C:3]4[CH:4]=[CH:5][CH:6]=[CH:7][C:2]=4[Cl:1])[C:14]=3[CH:15]=2)=[CH:34][CH:33]=1)[CH3:27]. Procedure details: As in Example 15, 4-(-2-chlorophenyl)-2-(3-hydroxy-1-propynyl)-9-methyl-6H-thieno[3,2-f][1,2,4]triazolo[4,3-a][1,4]diazepine (0.369 g) was reacted with 4-hydroxyphenylglyoxylic acid ethyl ester (0.195 g) in the presence of diethyl azodicarboxylate (0.175 g) and triphenylphosphine (0.263 g) in dichloromethane (30 mL). The crude reaction product, isolated in the usual manner, was purified by flash chromatography over silica gel (120 g; ethanol-dichloromethane; 3.5:96.5) to furnish 0.398 g of 4-[3-... Starting materials: FC=1C=C2C3=C(N(C2=CC1)CC1=CC=CC2=CC=CC=C12)C(OC(C3)=O)=O (6-Fluoro-9-naphthalen-1-ylmethyl-4,9-dihydro-pyrano[3,4-b]indole-1,3-dione), C1(CC1)N (cyclopropylamine). Yields the product C1(CC1)NC(=O)CC1=C(N(C2=CC=C(C=C12)F)CC1=CC=CC2=CC=CC=C12)C(=O)O (3-Cyclopropylcarbamoylmethyl-5-fluoro-1-naphthalen-1-ylmethyl-1H-indole-2-carboxylic acid). Reaction SMILES: [F:1][C:2]1[CH:3]=[C:4]2[C:8](=[CH:9][CH:10]=1)[N:7]([CH2:11][C:12]1[C:21]3[C:16](=[CH:17][CH:18]=[CH:19][CH:20]=3)[CH:15]=[CH:14][CH:13]=1)[C:6]1[C:22](=[O:27])[O:23][C:24](=[O:26])[CH2:25][C:5]2=1.[CH:28]1([NH2:31])[CH2:30][CH2:29]1>>[CH:28]1([NH:31][C:24]([CH2:25][C:5]2[C:4]3[C:8](=[CH:9][CH:10]=[C:2]([F:1])[CH:3]=3)[N:7]([CH2:11][C:12]3[C:21]4[C:16](=[CH:17][CH:18]=[CH:19][CH:20]=4)[CH:15]=[CH:14][CH:13]=3)[C:6]=2[C:22]([OH:23])=[O:27])=[O:26])[CH2:30][CH2:29]1. Procedure: 6-Fluoro-9-naphthalen-1-ylmethyl-4,9-dihydro-pyrano[3,4-b]indole-1,3-dione (from Example 68.1.) was ring opened with cyclopropylamine at 22° C. to give the title compound as a white solid. MS: 415.0 ([M−H]−). The reactants are C(C)(=O)N1CCC(CC1)C(C1=CC=C(C=C1)N1CCCCC1)=O (1-Acetyl-4-(4-piperidinobenzoyl)piperidine), Cl (hydrochloric acid). Reaction conditions: temperature 100 celsius, time 3 hour. The product is Cl.Cl.N1(CCCCC1)C1=CC=C(C(=O)C2CCNCC2)C=C1 (4-(4-Piperidinobenzoyl)piperidine dihydrochloride). Reaction SMILES: C([N:4]1[CH2:9][CH2:8][CH:7]([C:10](=[O:23])[C:11]2[CH:16]=[CH:15][C:14]([N:17]3[CH2:22][CH2:21][CH2:20][CH2:19][CH2:18]3)=[CH:13][CH:12]=2)[CH2:6][CH2:5]1)(=O)C.[ClH:24]>>[ClH:24].[ClH:24].[N:17]1([C:14]2[CH:13]=[CH:12][C:11]([C:10]([CH:7]3[CH2:8][CH2:9][NH:4][CH2:5][CH2:6]3)=[O:23])=[CH:16][CH:15]=2)[CH2:22][CH2:21][CH2:20][CH2:19][CH2:18]1 |f:2.3.4|. Procedure: The 1-acetyl-4-(4-piperidinobenzoyl)piperidine (0.63 g) prepared in Example 1 was dissolved in 10 ml of concentrated hydrochloric acid and the solution was stirred at 100° C. for 3 hours. The solvent was then distilled off under reduced pressure and the residue was recrystallized from ethanol to give 0.5 g of colorless crystals melting at 256°-264° C. Reactants: CC=1C=C(C=CC1C)O (3,4-dimethylphenol), BrCCCCCl (1-bromo-4-chlorobutane). Product: ClCCCCOC1=CC(=C(C=C1)C)C (4-(4-CHLOROBUTOXY)-1,2-DIMETHYLBENZENE). Reported procedure: Prepared by Procedure U and Scheme AK using 3,4-dimethylphenol and 1-bromo-4-chlorobutane. Reaction SMILES: [CH3:1][C:2]1[CH:3]=[C:4]([OH:9])[CH:5]=[CH:6][C:7]=1[CH3:8].Br[CH2:11][CH2:12][CH2:13][CH2:14][Cl:15]>>[Cl:15][CH2:14][CH2:13][CH2:12][CH2:11][O:9][C:4]1[CH:5]=[CH:6][C:7]([CH3:8])=[C:2]([CH3:1])[CH:3]=1.